From a dataset of the Open Reaction Database (ORD), a public repository of structured organic reaction records. describe an organic reaction: reactants, conditions, products, and yield Reactants: O (water), [OH-].[Na+] (sodium hydroxide), C(CC)O[C@H](C(=O)OC)CC1=CC=C(C=C1)C1=CC(=CC=C1)N(C(=O)NCCCCCCC)C (methyl (S)-2-propyloxy-3-[3′-(3-heptyl-1-methylureido)biphenyl-4-yl]propanoate), O1CCCC1.CO (tetrahydrofuran methanol). The solvent is C(C)(=O)O (acetic acid), 9/1. Conditions: time 8 hour. Product: C(CC)O[C@H](C(=O)O)CC1=CC=C(C=C1)C1=CC(=CC=C1)N(C(=O)NCCCCCCC)C (2-(S)-propyloxy-3-[3′-(3-heptyl-1-methylureido)biphenyl-4-yl]propanoic acid). The yield is 77.0%. RXN SMILES: [OH-].[Na+].[CH2:3]([O:6][C@@H:7]([CH2:12][C:13]1[CH:18]=[CH:17][C:16]([C:19]2[CH:24]=[CH:23][CH:22]=[C:21]([N:25]([CH3:36])[C:26]([NH:28][CH2:29][CH2:30][CH2:31][CH2:32][CH2:33][CH2:34][CH3:35])=[O:27])[CH:20]=2)=[CH:15][CH:14]=1)[C:8]([O:10]C)=[O:9])[CH2:4][CH3:5].O1CCCC1.CO.O>C(O)(=O)C>[CH2:3]([O:6][C@@H:7]([CH2:12][C:13]1[CH:18]=[CH:17][C:16]([C:19]2[CH:24]=[CH:23][CH:22]=[C:21]([N:25]([CH3:36])[C:26]([NH:28][CH2:29][CH2:30][CH2:31][CH2:32][CH2:33][CH2:34][CH3:35])=[O:27])[CH:20]=2)=[CH:15][CH:14]=1)[C:8]([OH:10])=[O:9])[CH2:4][CH3:5] |f:0.1,3.4|. Reported procedure: 51 mg (1.28 mmol) of sodium hydroxide are added to a solution of 200 mg (0.42 mmol) of methyl (S)-2-propyloxy-3-[3′-(3-heptyl-1-methylureido)biphenyl-4-yl]propanoate in 2 ml of 9/1 tetrahydrofuran/methanol. The reaction mixture is stirred overnight at ambient temperature. The reaction is halted by the addition of 2 ml of water and 0.5 ml of acetic acid, and then extraction is carried out with ethyl acetate. The organic phases are combined and dried over sodium sulfate. The solvents are evaporate... Reactants: O=C(C=1C=CC=CC1)N2CCCCCC2. Reagents/catalysts: O=C(NC=1C=CC=CC1C=2C=NC(=CC2)C3=NC=CC=C3)NC4CCCCC4, O1B(OC(C)(C)C1(C)C)B2OC(C)(C)C(O2)(C)C, C[OH2+].C[OH2+].C1CC=CCCC=C1.C1CC=CCCC=C1.[Ir].[Ir]. Run in C=1C=C(C=CC1C)C. Run at temperature 25 celsius, time 16 hour. Product: O=C(C=1C=CC=C(C1)B2OC(C)(C)C(O2)(C)C)N3CCCCCC3, O=C(C1=CC=C(C=C1)B2OC(C)(C)C(O2)(C)C)N3CCCCCC3. The yield is 3.0%.